This data is from the Open Reaction Database (ORD), a public repository of structured organic reaction records. The task is: describe an organic reaction: reactants, conditions, products, and yield Reactants: CN(C(=O)NC1=NOC(=C1)C(C)(C)C)CCCC (1-methyl-1-butyl-3-(5-t-butyl-3-isoxazolyl)urea), CI (methyl iodide). Yields the product CN(C(=O)N(C1=NOC(=C1)C(C)(C)C)C)CCCC (1,3-dimethyl-1-butyl-3-(5-t-butyl-3-isoxazolyl)urea). As a reaction SMILES: [CH3:1][N:2]([CH2:15][CH2:16][CH2:17][CH3:18])[C:3]([NH:5][C:6]1[CH:10]=[C:9]([C:11]([CH3:14])([CH3:13])[CH3:12])[O:8][N:7]=1)=[O:4].[CH3:19]I>>[CH3:1][N:2]([CH2:15][CH2:16][CH2:17][CH3:18])[C:3]([N:5]([CH3:19])[C:6]1[CH:10]=[C:9]([C:11]([CH3:12])([CH3:13])[CH3:14])[O:8][N:7]=1)=[O:4]. Reported procedure: The reaction is effected as in Example 171 by using 1-methyl-1-butyl-3-(5-t-butyl-3-isoxazolyl)urea and methyl iodide to give 1,3-dimethyl-1-butyl-3-(5-t-butyl-3-isoxazolyl)urea as an oil boiling at 130° to 135° C (bath temperature)/0.25 mm Hg. Starting materials: O=C1NCCc2c(Br)[nH]c3cccc1c23, CC(=O)[O-], [K+], [Na+], [Na+], O=C([O-])[O-], Oc1ccc(I)cc1. Yields the product O=C1NCCc2c(-c3ccc(O)cc3)[nH]c3cccc1c23. Reaction SMILES: [Br:14][c:15]1[nH:16][c:17]2[cH:18][cH:19][cH:20][c:21]3[c:22]2[c:23]1[CH2:24][CH2:25][NH:26][C:27]3=[O:28].[CH3:10][C:11](=[O:12])[O-:13].[K+:9].[Na+:29].[Na+:30].[O-:31][C:32](=[O:33])[O-:34].[OH:1][c:2]1[cH:3][cH:4][c:5]([I:6])[cH:7][cH:8]1>>[OH:1][c:2]1[cH:3][cH:4][c:5](-[c:15]2[nH:16][c:17]3[cH:18][cH:19][cH:20][c:21]4[c:22]3[c:23]2[CH2:24][CH2:25][NH:26][C:27]4=[O:28])[cH:7][cH:8]1. RXN SMILES: [CH3:20][C:21](=[O:22])[O-:23].[CH3:25][C:26](=[O:27])[OH:28].[Na+:19].[OH2:24].[S:12]1[C:13](=[S:14])[NH:15][C:16](=[O:17])[CH2:18]1.[nH:1]1[cH:2][c:3]([CH:10]=[O:11])[c:4]2[c:5]1[n:6][cH:7][cH:8][cH:9]2>>[nH:1]1[cH:2][c:3]([CH:10]=[C:18]2[S:12][C:13](=[S:14])[NH:15][C:16]2=[O:17])[c:4]2[c:5]1[n:6][cH:7][cH:8][cH:9]2. Reactants: CC(=O)[O-], CC(=O)O, [Na+], O, O=C1CSC(=S)N1, O=Cc1c[nH]c2ncccc12. The product is O=C1NC(=S)SC1=Cc1c[nH]c2ncccc12. Starting materials: CN1CCOCC1, CC#N, CO, COC(=O)Cl, O=C(O)C(F)(F)F, c1cnc2ccc(C3(c4cnc5ncc(-c6ccc(N7CCNCC7)nc6)cn45)CC3)cc2c1. Product: COC(=O)N1CCN(c2ccc(-c3cnc4ncc(C5(c6ccc7ncccc7c6)CC5)n4c3)cn2)CC1. Reaction SMILES: [CH3:1][N:2]1[CH2:3][CH2:4][O:5][CH2:6][CH2:7]1.[CH3:54][C:55]#[N:56].[CH3:57][OH:58].[Cl:49][C:50](=[O:51])[O:52][CH3:53].[F:42][C:43]([F:44])([F:45])[C:46]([OH:47])=[O:48].[N:8]1([c:14]2[cH:15][cH:16][c:17](-[c:20]3[cH:21][n:22][c:23]4[n:24]([cH:25]3)[c:26]([C:29]3([c:32]5[cH:33][c:34]6[cH:35][cH:36][cH:37][n:38][c:39]6[cH:40][cH:41]5)[CH2:30][CH2:31]3)[cH:27][n:28]4)[cH:18][n:19]2)[CH2:9][CH2:10][NH:11][CH2:12][CH2:13]1>>[N:8]1([c:14]2[cH:15][cH:16][c:17](-[c:20]3[cH:21][n:22][c:23]4[n:24]([cH:25]3)[c:26]([C:29]3([c:32]5[cH:33][c:34]6[cH:35][cH:36][cH:37][n:38][c:39]6[cH:40][cH:41]5)[CH2:30][CH2:31]3)[cH:27][n:28]4)[cH:18][n:19]2)[CH2:9][CH2:10][N:11]([C:50](=[O:51])[O:52][CH3:53])[CH2:12][CH2:13]1. The reactants are ice water, Cl (HCl), C(C1=CC=CC=C1)=O (benzaldehyde), C(C)(=O)O[BH-](OC(C)=O)OC(C)=O.[Na+] (sodium triacetoxyborohydride), N1CCC(C(=O)O)CC1 (isonipecotic acid), C(C1=CC=CC=C1)=O (benzaldehyde), C(C)(=O)O[BH-](OC(C)=O)OC(C)=O.[Na+] (sodium triacetoxyborohydride), C(C1=CC=CC=C1)=O (benzaldehyde). Reagents/catalysts: C(C)(=O)O[BH-](OC(C)=O)OC(C)=O.[Na+] (sodium triacetoxyborohydride). Run in ClCCCl (1,2-dichloroethane), ClCCCl (1,2-dichloroethane), C(C)N(CC)CC (triethylamine). Conditions: time 24 hour. The product is C(C1=CC=CC=C1)N1CCC(CC1)C(=O)O (1-benzyl-piperidine-4-carboxylic acid). RXN SMILES: [NH:1]1[CH2:9][CH2:8][CH:4]([C:5]([OH:7])=[O:6])[CH2:3][CH2:2]1.[CH:10](=O)[C:11]1[CH:16]=[CH:15][CH:14]=[CH:13][CH:12]=1.C(O[BH-](OC(=O)C)OC(=O)C)(=O)C.[Na+].Cl>C(O[BH-](OC(=O)C)OC(=O)C)(=O)C.[Na+].ClCCCl.C(N(CC)CC)C>[CH2:10]([N:1]1[CH2:9][CH2:8][CH:4]([C:5]([OH:7])=[O:6])[CH2:3][CH2:2]1)[C:11]1[CH:16]=[CH:15][CH:14]=[CH:13][CH:12]=1 |f:2.3,5.6|. Reported procedure: A 2-L round-bottom flask was charged with 25.832 g isonipecotic acid, 30.5 mL benzaldehyde, 41.8 mL triethylamine, and 500 mL 1,2-dichloroethane to which was added 63.6 g sodium triacetoxyborohydride in portions over 20 minutes with stirring. After 24 hours, 4 mL benzaldehyde was added along with 21.2 g sodium triacetoxyborohydride in portions with 400 mL 1,2-dichloroethane. After an additional 8 hours, 4 mL of benzaldehyde was added along with 8.8 g sodium triacetoxyborohydride in portions. Aft...